Dataset: the Open Reaction Database (ORD), a public repository of structured organic reaction records. Task: describe an organic reaction: reactants, conditions, products, and yield The reactants are aqueous solution, [OH-].[Na+] (sodium hydroxide), C(C)(=O)NC(C(=O)OCC)(C#N)C1C2=CC=CC=C2C1 (ethyl (acetylamino)(bicyclo[4.2.0]octa-1,3,5-trien-7-yl)cyanoacetate). Solvent: CO (methanol), CO (methanol). Yields the product C(C)(=O)NC(C(=O)O)C1C2=CC=CC=C2C1 ((acetylamino)(bicyclo[4.2.0]octa-1,3,5-trien-7-yl)acetic acid). As a reaction SMILES: [C:1]([NH:4][C:5]([CH:13]1[CH2:20][C:19]2[C:14]1=[CH:15][CH:16]=[CH:17][CH:18]=2)(C#N)[C:6]([O:8]CC)=[O:7])(=[O:3])[CH3:2].[OH-].[Na+]>CO>[C:1]([NH:4][CH:5]([CH:13]1[CH2:20][C:19]2[C:14]1=[CH:15][CH:16]=[CH:17][CH:18]=2)[C:6]([OH:8])=[O:7])(=[O:3])[CH3:2] |f:1.2|. Procedure: To a mixture of #99 (4.38 mg, <16.1 mmol, 1 eq.) in methanol (30 mL, 0.53 M) was added a 1 N aqueous solution of sodium hydroxide (38 mL, 38 mmol, 2.4 eq.). The reaction mixture was heated at reflux overnight, then concentrated in vacuo, diluted with water (40 mL), and acidified with a 1 N aqueous solution of hydrochloric acid (40 mL). The aqueous layer was extracted with dichloromethane (3×30 mL). The combined organic layers were dried over sodium sulfate, filtered and concentrated in vacuo. Th... The reactants are C[Si](C)(C)Cl, CC#N, CCC(CCCCC1CCC2CC(=O)CC12)OC, [I-], [Na+], [Na+], [Na+], O, O=S([O-])([O-])=S. Product: CCC(O)CCCCC1CCC2CC(=O)CC12. Reaction SMILES: [CH3:21][Si:22]([Cl:23])([CH3:24])[CH3:25].[CH3:33][C:34]#[N:35].[CH3:3][O:4][CH:5]([CH2:6][CH2:7][CH2:8][CH2:9][CH:10]1[CH:11]2[CH2:12][C:13](=[O:18])[CH2:14][CH:15]2[CH2:16][CH2:17]1)[CH2:19][CH3:20].[I-:2].[Na+:1].[Na+:31].[Na+:32].[OH2:36].[S:26]([O-:27])([O-:28])(=[O:29])=[S:30]>>[OH:4][CH:5]([CH2:6][CH2:7][CH2:8][CH2:9][CH:10]1[CH:11]2[CH2:12][C:13](=[O:18])[CH2:14][CH:15]2[CH2:16][CH2:17]1)[CH2:19][CH3:20]. Starting materials: CO, CCCC(CC(=O)OC)c1ccccc1C, [K+], [OH-], O. Yields the product CCCC(CC(=O)O)c1ccccc1C. Reaction SMILES: [CH3:19][OH:20].[CH3:1][O:2][C:3]([CH2:4][CH:5]([CH2:6][CH2:7][CH3:8])[c:9]1[c:10]([CH3:15])[cH:11][cH:12][cH:13][cH:14]1)=[O:16].[K+:18].[OH-:17].[OH2:21]>>[O:2]=[C:3]([CH2:4][CH:5]([CH2:6][CH2:7][CH3:8])[c:9]1[c:10]([CH3:15])[cH:11][cH:12][cH:13][cH:14]1)[OH:16]. Reactants: C1(=CC=CC=C1)C(=O)C1=CC=C(C=C1)B(O)O ([4-(phenylcarbonyl)phenyl]boronic acid), BrC1=CC=C(C=C1)OCC1CCN(CC1)C(=O)OC(C)C (1-methylethyl 4-{[(4-bromophenyl)oxy]methyl}-1-piperidinecarboxylate). Product: C1(=CC=CC=C1)C(=O)C1=CC=C(C=C1)C1=CC=C(C=C1)OCC1CCN(CC1)C(=O)OC(C)C (1-Methylethyl 4-({[4′-(phenylcarbonyl)-4-biphenylyl]oxy}methyl)-1-piperidinecarboxylate). Yield: 6.6%. Reaction SMILES: [C:1]1([C:7]([C:9]2[CH:14]=[CH:13][C:12](B(O)O)=[CH:11][CH:10]=2)=[O:8])[CH:6]=[CH:5][CH:4]=[CH:3][CH:2]=1.Br[C:19]1[CH:24]=[CH:23][C:22]([O:25][CH2:26][CH:27]2[CH2:32][CH2:31][N:30]([C:33]([O:35][CH:36]([CH3:38])[CH3:37])=[O:34])[CH2:29][CH2:28]2)=[CH:21][CH:20]=1>>[C:1]1([C:7]([C:9]2[CH:14]=[CH:13][C:12]([C:19]3[CH:20]=[CH:21][C:22]([O:25][CH2:26][CH:27]4[CH2:28][CH2:29][N:30]([C:33]([O:35][CH:36]([CH3:38])[CH3:37])=[O:34])[CH2:31][CH2:32]4)=[CH:23][CH:24]=3)=[CH:11][CH:10]=2)=[O:8])[CH:6]=[CH:5][CH:4]=[CH:3][CH:2]=1. Procedure details: The title compound (3.0 mg, 7%) was prepared from [4-(phenylcarbonyl)phenyl]boronic acid (22.6 mg, 0.1 mmol) and 1-methylethyl 4-{[(4-bromophenyl)oxy]methyl}-1-piperidinecarboxylate (Example 9, Step 2, 36 mg, 0.10 mmol) in a manner similar to example 9, Step 3. LRMS (ESI), m/z 480 (M+Na).